From a dataset of the Open Reaction Database (ORD), a public repository of structured organic reaction records. describe an organic reaction: reactants, conditions, products, and yield Reactants: COC(=O)c1cnccc1Nc1nc(-c2cc(Cl)ccc2F)nc2nc(NCCN(C)C)ccc12, CO, [Na+], [OH-]. Product: CN(C)CCNc1ccc2c(Nc3ccncc3C(=O)O)nc(-c3cc(Cl)ccc3F)nc2n1. As a reaction SMILES: [CH3:1][O:2][C:3]([c:4]1[cH:5][n:6][cH:7][cH:8][c:9]1[NH:10][c:11]1[c:12]2[c:13]([n:14][c:15](-[c:17]3[c:18]([F:24])[cH:19][cH:20][c:21]([Cl:23])[cH:22]3)[n:16]1)[n:25][c:26]([NH:29][CH2:30][CH2:31][N:32]([CH3:33])[CH3:34])[cH:27][cH:28]2)=[O:35].[CH3:38][OH:39].[Na+:37].[OH-:36]>>[O:2]=[C:3]([c:4]1[cH:5][n:6][cH:7][cH:8][c:9]1[NH:10][c:11]1[c:12]2[c:13]([n:14][c:15](-[c:17]3[c:18]([F:24])[cH:19][cH:20][c:21]([Cl:23])[cH:22]3)[n:16]1)[n:25][c:26]([NH:29][CH2:30][CH2:31][N:32]([CH3:33])[CH3:34])[cH:27][cH:28]2)[OH:35]. Reactants: C(OC1=C(C=CC=C1C(C)C)C(C)C)(OC1=CC=C(C=C1)C=C)=O ((2,6-diisopropyl)phenyl (4-vinylphenyl) carbonate), C(CC=C(C(=O)O)C)C=C(C(=O)O)C (ethylenedimethacrylic acid), N(=NC1(CCCCC1)C#N)C1(CCCCC1)C#N (1,1′-azobis(cyclohexanecarbonitrile)). The solvent is C1(=CC=CC=C1)C (toluene). Yields the product CC(C)C=1C=CC=C(C1O)C(C)C (Propofol). Reaction SMILES: C(=O)(OC1C=CC(C=C)=CC=1)[O:2][C:3]1[C:8]([CH:9]([CH3:11])[CH3:10])=[CH:7][CH:6]=[CH:5][C:4]=1[CH:12]([CH3:14])[CH3:13].C(C=C(C)C(O)=O)CC=C(C)C(O)=O.N(C1(C#N)CCCCC1)=NC1(C#N)CCCCC1>C1(C)C=CC=CC=1>[CH3:11][CH:9]([C:8]1[CH:7]=[CH:6][CH:5]=[C:4]([CH:12]([CH3:14])[CH3:13])[C:3]=1[OH:2])[CH3:10]. Procedure details: The polymerisation carried in a manner similar to that Whitcombe et al. The Molar ratio used was of (2,6-diisopropyl)phenyl (4-vinylphenyl) carbonate to crosslinker (ethylenedimethacrylic acid) to 1,1′-azobis(cyclohexanecarbonitrile) (ABCHC) was 1:19:0.125 for bulk and 1:1:0.125 for membranes, 2 ml/g monomers as porogen (toluene). The polymerisation took 48 hors to complete at 60–80° C. for bulk polymer and 24 hours for the membranes.